Dataset: the Open Reaction Database (ORD), a public repository of structured organic reaction records. Task: describe an organic reaction: reactants, conditions, products, and yield The reactants are COC1=CC=CC=2C(C(OC21)CC=C)=O (7-methoxy-3-oxo-2-(2-propenyl)-2,3-dihydrobenzofuran), BrCC(=O)OC (methyl bromoacetate), II (iodine), C(C)(=O)O (Acetic acid). The reagents and catalysts are [Zn] (zinc). Solvent: C1CCOC1 (THF), C1CCOC1 (THF). Reaction conditions: temperature 0 celsius. The product is COC1=CC=CC=2C(=C(OC21)CC=C)CC(=O)OC (Methyl (7-methoxy-2-(2-propenyl)benzofuran-3-yl)acetate). Yield: 67.0%. Reaction SMILES: II.[CH3:3][O:4][C:5]1[C:13]2[O:12][CH:11]([CH2:14][CH:15]=[CH2:16])[C:10](=O)[C:9]=2[CH:8]=[CH:7][CH:6]=1.Br[CH2:19][C:20]([O:22][CH3:23])=[O:21].C(O)(=O)C>C1COCC1.[Zn]>[CH3:3][O:4][C:5]1[C:13]2[O:12][C:11]([CH2:14][CH:15]=[CH2:16])=[C:10]([CH2:19][C:20]([O:22][CH3:23])=[O:21])[C:9]=2[CH:8]=[CH:7][CH:6]=1. Procedure: THF (10 ml) was added to zinc powder (5.92 g) and then a catalytic amount of iodine was added. While vigorously stirring the resulting solution, a small amount of a solution of 7-methoxy-3-oxo-2-(2-propenyl)-2,3-dihydrobenzofuran (6.16 g) and methyl bromoacetate (8.9 ml) in THF (90 ml) was added at room temperature. After confirming generation of heat, the reaction solution was cooled to 0° C. and the remainder of the solution was added dropwise for 15 minutes. The reaction solution was stirred ... Reactants: Cl.[Cl-].N[C@H]1[C@@H]2N(C(=C(CS2)C[N+]2=CC=CC=C2)C(=O)O)C1=O (1-[(7β-Amino-4-carboxy-3-cephem-3-yl)methyl]pyridinium chloride hydrochloride), C1(CC1)ON=C(C(=O)O)C=1N=C(SC1)NC=O (2-cyclopropyloxyimino-2-(2-formamidothiazol-4-yl)acetic acid), C(C)(=O)OCC (ethyl acetate). Solvent: C[Si](NC(C)=O)(C)C (N-trimethylsilylacetamide), C[Si](C)(C)C(C(=O)N)[Si](C)(C)C (bis(trimethylsilyl)acetamide), O1CCCC1 (tetrahydrofuran). Reported procedure: 1-[(7β-Amino-4-carboxy-3-cephem-3-yl)methyl]pyridinium chloride hydrochloride (960 mg) was dissolved in a solution of N-trimethylsilylacetamide (1.5 g) and bis(trimethylsilyl)acetamide (2.8 ml) in tetrahydrofuran (10 ml). To this solution was added the activated acid solution, which was prepared from 2-cyclopropyloxyimino-2-(2-formamidothiazol-4-yl)acetic acid (syn isomer) (500 mg) according to a similar manner to that described in Example 1, at -20° C. The mixture was stirred at -20° C. to -10°... The yield is 75.9%. The product is [N+]1(=CC=CC=C1)CC=1CS[C@H]2N(C1C(=O)[O-])C(C2)=O (3-(1-pyridinio)methyl-3-cephem-4-carboxylate). Reaction SMILES: Cl.[Cl-].N[C@@H:4]1[C:21](=[O:22])[N:6]2[C:7]([C:18]([OH:20])=[O:19])=[C:8]([CH2:11][N+:12]3[CH:17]=[CH:16][CH:15]=[CH:14][CH:13]=3)[CH2:9][S:10][C@H:5]12.C1(ON=C(C2N=C(NC=O)SC=2)C(O)=O)CC1.C(OCC)(=O)C>C[Si](C)(C)NC(=O)C.C[Si](C([Si](C)(C)C)C(N)=O)(C)C.O1CCCC1>[N+:12]1([CH2:11][C:8]2[CH2:9][S:10][C@@H:5]3[CH2:4][C:21](=[O:22])[N:6]3[C:7]=2[C:18]([O-:20])=[O:19])[CH:13]=[CH:14][CH:15]=[CH:16][CH:17]=1 |f:0.1.2|. Conditions: time 40 minute. RXN SMILES: [CH:1]([C:3]1[C:4]([NH:17][C:18](=[O:23])[C:19]([CH3:22])([CH3:21])[CH3:20])=[N:5][CH:6]=[C:7]([C:9]2[CH:14]=[CH:13][CH:12]=[C:11]([O:15][CH3:16])[CH:10]=2)[CH:8]=1)=[O:2].[NH2:24][C:25]1[CH:30]=[C:29]([F:31])[C:28]([Cl:32])=[CH:27][C:26]=1[NH2:33].C(C1C(NC(=O)C(C)(C)C)=NC=C(C2C=CC=CC=2)C=1)=O.COC1C=C(B(O)O)C=CC=1>>[ClH:32].[Cl:32][C:28]1[C:29]([F:31])=[CH:30][C:25]2[NH:24][C:1]([C:3]3[C:4]([NH2:17])=[N:5][CH:6]=[C:7]([C:9]4[CH:14]=[CH:13][CH:12]=[C:11]([O:15][CH3:16])[CH:10]=4)[CH:8]=3)=[N:33][C:26]=2[CH:27]=1.[CH:1]([C:3]1[C:4]([NH:17][C:18](=[O:23])[C:19]([CH3:21])([CH3:20])[CH3:22])=[N:5][CH:6]=[C:7]([C:9]2[CH:14]=[CH:13][CH:12]=[C:11]([O:15][CH3:16])[CH:10]=2)[CH:8]=1)=[O:2] |f:4.5|. Starting materials: C(=O)C=1C(=NC=C(C1)C1=CC=CC=C1)NC(C(C)(C)C)=O (N-(3-formyl-5-phenylpyridin-2-yl)-2,2-dimethylpropanamide), COC=1C=C(C=CC1)B(O)O (3-methoxyphenylboronic acid), C(=O)C=1C(=NC=C(C1)C1=CC(=CC=C1)OC)NC(C(C)(C)C)=O (N-(3-formyl-5-(3-methoxyphenyl)pyridin-2-yl)-2,2-dimethylpropanamide), NC1=C(C=C(C(=C1)F)Cl)N (1,2-diamino-4-chloro-5-fluorobenzene). Reported procedure: The title compound was synthesized using the procedure recited in Example 2, except that N-(3-formyl-5-(3-methoxyphenyl)pyridin-2-yl)-2,2-dimethylpropanamide and 1,2-diamino-4-chloro-5-fluorobenzene were utilized. N-(3-formyl-5-(3-methoxyphenyl)pyridin-2-yl)-2,2-dimethylpropanamide was synthesized using the sequence of steps (a), (b), and (c) of Example 1, utilizing 3-methoxyphenylboronic acid in step (a). Yields the product Cl.ClC1=CC2=C(NC(=N2)C=2C(=NC=C(C2)C2=CC(=CC=C2)OC)N)C=C1F (3-(5-chloro-6-fluoro-1H-benzimidazol-2-yl)-5-(3-methoxyphenyl)pyridin-2-amine hydrochloride), C(=O)C=1C(=NC=C(C1)C1=CC(=CC=C1)OC)NC(C(C)(C)C)=O (N-(3-formyl-5-(3-methoxyphenyl)pyridin-2-yl)-2,2-dimethylpropanamide).